Dataset: the Open Reaction Database (ORD), a public repository of structured organic reaction records. Task: describe an organic reaction: reactants, conditions, products, and yield Reactants: 110, [N+](=O)(O)[O-] (nitric acid), S(O)(O)(=O)=O (sulfuric acid), ClC1=C(C=C(C=C1)CCCCCCCCC)Cl (1,2-dichloro-4-nonylbenzene). Conditions: time 30 minute. Yields the product 70, ClC1=C(C=C(C(=C1)CCCCCCCCC)[N+](=O)[O-])Cl (1,2-dichloro-4-nitro-5-nonylbenzene). Isolated yield 100.0%. Reaction SMILES: [N+:1]([O-:4])(O)=[O:2].S(=O)(=O)(O)O.[Cl:10][C:11]1[CH:16]=[CH:15][C:14]([CH2:17][CH2:18][CH2:19][CH2:20][CH2:21][CH2:22][CH2:23][CH2:24][CH3:25])=[CH:13][C:12]=1[Cl:26]>>[Cl:26][C:12]1[CH:13]=[C:14]([CH2:17][CH2:18][CH2:19][CH2:20][CH2:21][CH2:22][CH2:23][CH2:24][CH3:25])[C:15]([N+:1]([O-:4])=[O:2])=[CH:16][C:11]=1[Cl:10]. Procedure details: To a stirred and cooled (0°-5° C.) mixture of 110 parts of concentrated nitric acid solution and 314 parts of concentrated sulfuric acid solution are added dropwise 60 parts of 1,2-dichloro-4-nonylbenzene. Upon completion, stirring is continued for 30 minutes at 0° C. The reaction mixture is poured onto crushed ice and the product is extracted with 2,2'-oxybispropane. The extract is washed successively with water and a sodium hydrogen carbonate solution, dried, filtered and evaporated, yielding ... Reactants: [BH4-], C=Cc1nccc(C)c1COC1CCCCO1, CO, ClCCl, [Na+]. As a reaction SMILES: [BH4-:18].[CH3:1][c:2]1[c:3]([CH2:10][O:11][CH:12]2[O:13][CH2:14][CH2:15][CH2:16][CH2:17]2)[c:4]([CH:8]=[CH2:9])[n:5][cH:6][cH:7]1.[CH3:20][OH:21].[Cl:22][CH2:23][Cl:24].[Na+:19]>>[CH3:1][c:2]1[c:3]([CH2:10][O:11][CH:12]2[O:13][CH2:14][CH2:15][CH2:16][CH2:17]2)[c:4]([CH2:8][OH:21])[n:5][cH:6][cH:7]1. Product: Cc1ccnc(CO)c1COC1CCCCO1. Reactants: O1CCCC1 (tetrahydrofuran), [F-].C(CCC)[N+](CCCC)(CCCC)CCCC (tetrabutylammonium fluoride), C(C)OCC (diethyl ether). The product is C1(CC1)CC(CCO)=C (3-(Cyclopropylmethyl)-3-buten-1-ol). As a reaction SMILES: [O:1]1[CH2:5][CH2:4][CH2:3][CH2:2]1.[F-].C([N+](C[CH2:21][CH2:22][CH3:23])(CCCC)CCCC)CCC.[CH2:24](OCC)C>>[CH:21]1([CH2:2][C:3](=[CH2:24])[CH2:4][CH2:5][OH:1])[CH2:22][CH2:23]1 |f:1.2|. Procedure details: A 1 M tetrahydrofuran solution of tetrabutylammonium fluoride (6.44 ml, 6.44 mmol) was added to a solution of 2.13 g (5.85 mmol) of the title compound in step (v) of Example XA1 in diethyl ether (5 ml), and the mixture was stirred at room temperature for 10 min. Tetrahydrofuran (5 ml) was added to the reaction solution, and the mixture was stirred at room temperature for 2 hr. An aqueous ammonium chloride solution was added thereto, and the mixture was extracted with diethyl ether. The organic l... Reactants: CC(C)(C)OC(NC1=CC(=CC(=C1)OCC1=CC=CC=C1)OCCCCCCCCCCCCCCCCCC)=O (3-(octadecyloxy)-5-(phenylmethoxy)phenylcarbamic acid dimethylethyl ester), FC(C(=O)O)(F)F (trifluoroacetic acid). The solvent is C(Cl)Cl (methylene chloride). Product: C(CCCCCCCCCCCCCCCCC)OC=1C=C(C=C(C1)OCC1=CC=CC=C1)N (3-(octadecyloxy)-5-(phenylmethoxy)benzenamine). Yield: 88.5%. RXN SMILES: CC(OC(=O)[NH:7][C:8]1[CH:13]=[C:12]([O:14][CH2:15][C:16]2[CH:21]=[CH:20][CH:19]=[CH:18][CH:17]=2)[CH:11]=[C:10]([O:22][CH2:23][CH2:24][CH2:25][CH2:26][CH2:27][CH2:28][CH2:29][CH2:30][CH2:31][CH2:32][CH2:33][CH2:34][CH2:35][CH2:36][CH2:37][CH2:38][CH2:39][CH3:40])[CH:9]=1)(C)C.FC(F)(F)C(O)=O>C(Cl)Cl>[CH2:23]([O:22][C:10]1[CH:9]=[C:8]([NH2:7])[CH:13]=[C:12]([O:14][CH2:15][C:16]2[CH:17]=[CH:18][CH:19]=[CH:20][CH:21]=2)[CH:11]=1)[CH2:24][CH2:25][CH2:26][CH2:27][CH2:28][CH2:29][CH2:30][CH2:31][CH2:32][CH2:33][CH2:34][CH2:35][CH2:36][CH2:37][CH2:38][CH2:39][CH3:40]. Reported procedure: A solution of 28 g of 3-(octadecyloxy)-5-(phenylmethoxy)phenylcarbamic acid dimethylethyl ester and 76 ml of trifluoroacetic acid in 700 ml of methylene chloride was kept at room temperature for 2 hours. The solution was concentrated at reduced pressure and the residue was extracted with methylene chloride. The extract was washed with NaHCO3 solution, dried and concentrated to a solid which was dissolved in 1000 ml of ether. The solution was treated with 21 ml of 3N HCl in ethanol. The hydrochlo... Reactants: N1(CCCCC1)C1=CC2=C(CN(CCO2)C(=O)OC(C)(C)C)C=C1 (tert-butyl 8-(piperidin-1-yl)-2,3-dihydro-1,4-benzoxazepine-4(5H)-carboxylate), C(C)(=O)OCC.Cl (hydrogen chloride-ethyl acetate). The product is Cl.Cl.N1(CCCCC1)C1=CC2=C(CNCCO2)C=C1 (8-(piperidin-1-yl)-2,3,4,5-tetrahydro-1,4-benzoxazepine dihydrochloride). Yield: 81.7%. Reaction SMILES: [N:1]1([C:7]2[CH:24]=[CH:23][C:10]3[CH2:11][N:12](C(OC(C)(C)C)=O)[CH2:13][CH2:14][O:15][C:9]=3[CH:8]=2)[CH2:6][CH2:5][CH2:4][CH2:3][CH2:2]1.C(OCC)(=O)C.[ClH:31]>>[ClH:31].[ClH:31].[N:1]1([C:7]2[CH:24]=[CH:23][C:10]3[CH2:11][NH:12][CH2:13][CH2:14][O:15][C:9]=3[CH:8]=2)[CH2:6][CH2:5][CH2:4][CH2:3][CH2:2]1 |f:1.2,3.4.5|. Reported procedure: A solution of tert-butyl 8-(piperidin-1-yl)-2,3-dihydro-1,4-benzoxazepine-4(5H)-carboxylate (280 mg, 0.843 mmol) in 4N hydrogen chloride-ethyl acetate (6 ml) was stirred for 1 hr at room temperature, and the solvent was evaporated under reduced pressure. The residue was recrystallized from a mixed solvent of methanol and ether to give the desired product (210 mg, 81.7%) as a solid. Starting materials: CC(C)(C)OC(=O)N1CCNCC1, CC(C)(C)[O-], Cc1ccccc1, O=S(=O)(Oc1cccc(C(F)(F)F)c1Cl)C(F)(F)F, [Na+]. The product is CC(C)(C)OC(=O)N1CCN(c2cccc(C(F)(F)F)c2Cl)CC1. Reaction SMILES: [C:20](=[O:21])([O:22][C:23]([CH3:24])([CH3:25])[CH3:26])[N:27]1[CH2:28][CH2:29][NH:30][CH2:31][CH2:32]1.[CH3:33][C:34]([CH3:35])([O-:36])[CH3:37].[CH3:39][c:40]1[cH:41][cH:42][cH:43][cH:44][cH:45]1.[Cl:1][c:2]1[c:3]([O:12][S:13]([C:14]([F:15])([F:16])[F:17])(=[O:18])=[O:19])[cH:4][cH:5][cH:6][c:7]1[C:8]([F:9])([F:10])[F:11].[Na+:38]>>[Cl:1][c:2]1[c:3]([N:30]2[CH2:29][CH2:28][N:27]([C:20](=[O:21])[O:22][C:23]([CH3:24])([CH3:25])[CH3:26])[CH2:32][CH2:31]2)[cH:4][cH:5][cH:6][c:7]1[C:8]([F:9])([F:10])[F:11]. Reactants: O (water), FC(C(C(=O)O)(C)O)(F)F (3,3,3-trifluoro-2-hydroxy-2-methylpropanoic acid), CC=1C=C(C=CC1S(=O)(=O)C1=CC=CC=C1)N (3-Methyl-4-(phenylsulfonyl)-benzeneamine), S(=O)(Cl)Cl (thionyl chloride). Run in CN(C(C)=O)C (N,N-dimethylacetamide). Reaction conditions: time 1 hour. Yields the product CC=1C=C(C=CC1S(=O)(=O)C1=CC=CC=C1)NC(C(C(F)(F)F)(C)O)=O (N-[3-Methyl-4-(phenylsulfonyl)phenyl]-3,3,3-trifluoro-2-hydroxy-2-methylpropanamide). The yield is 81.7%. Reaction SMILES: [F:1][C:2]([F:10])([F:9])[C:3]([OH:8])([CH3:7])[C:4](O)=[O:5].S(Cl)(Cl)=O.[CH3:15][C:16]1[CH:17]=[C:18]([NH2:31])[CH:19]=[CH:20][C:21]=1[S:22]([C:25]1[CH:30]=[CH:29][CH:28]=[CH:27][CH:26]=1)(=[O:24])=[O:23].O>CN(C)C(=O)C>[CH3:15][C:16]1[CH:17]=[C:18]([NH:31][C:4](=[O:5])[C:3]([OH:8])([CH3:7])[C:2]([F:10])([F:9])[F:1])[CH:19]=[CH:20][C:21]=1[S:22]([C:25]1[CH:30]=[CH:29][CH:28]=[CH:27][CH:26]=1)(=[O:24])=[O:23]. Procedure: To a stirred, cooled (-20° C.) solution of 3,3,3-trifluoro-2-hydroxy-2-methylpropanoic acid (0.72 g, 4.5 mmol) in N,N-dimethylacetamide (10 mL) was added thionyl chloride (0.54 g, 4.5 mmol) and the mixture stirred at -10° to -15° C. for 1 hour. 3-Methyl-4-(phenylsulfonyl)-benzeneamine (0.75 g, 3.0 mmol) was added in one portion and the reaction mixture stirred at room temperature overnight. The mixture was poured into water and the aqueous solution filtered to yield a brown solid which was purif...